Dataset: the Open Reaction Database (ORD), a public repository of structured organic reaction records. Task: describe an organic reaction: reactants, conditions, products, and yield Starting materials: C(C)OC(CSC1=CN=C(S1)NC(=O)N(C1CCNCC1)[C@@H]1CC[C@H](CC1)C)=O ({2-[3-(trans-4-methyl-cyclohexyl)-3-piperidin-4-yl-ureido]-thiazol-5-ylsulfanyl}-acetic acid ethyl ester), N1(CCOCC1)C(=O)Cl (4-morpholinecarbonyl chloride). Procedure: (2-{3-(trans-4-Methyl-cyclohexyl)-3-[1-(morpholine-4-carbonyl)-piperidin-4-yl]-ureido}-thiazol-5-ylsulfanyl)-acetic acid ethyl ester was prepared in a similar manner to Example 554 using {2-[3-(trans-4-methyl-cyclohexyl)-3-piperidin-4-yl-ureido]-thiazol-5-ylsulfanyl}-acetic acid ethyl ester and 4-morpholinecarbonyl chloride. Hydrolysis using general procedure (F) gave the title compound HPLC-MS: m/z 526 (M+). Reaction SMILES: [CH2:1]([O:3][C:4](=[O:29])[CH2:5][S:6][C:7]1[S:11][C:10]([NH:12][C:13]([N:15]([C@H:22]2[CH2:27][CH2:26][C@H:25]([CH3:28])[CH2:24][CH2:23]2)[CH:16]2[CH2:21][CH2:20][NH:19][CH2:18][CH2:17]2)=[O:14])=[N:9][CH:8]=1)[CH3:2].[N:30]1([C:36](Cl)=[O:37])[CH2:35][CH2:34][O:33][CH2:32][CH2:31]1>>[CH2:1]([O:3][C:4](=[O:29])[CH2:5][S:6][C:7]1[S:11][C:10]([NH:12][C:13]([N:15]([C@H:22]2[CH2:23][CH2:24][C@H:25]([CH3:28])[CH2:26][CH2:27]2)[CH:16]2[CH2:21][CH2:20][N:19]([C:36]([N:30]3[CH2:35][CH2:34][O:33][CH2:32][CH2:31]3)=[O:37])[CH2:18][CH2:17]2)=[O:14])=[N:9][CH:8]=1)[CH3:2].[CH3:28][C@H:25]1[CH2:26][CH2:27][C@H:22]([N:15]([CH:16]2[CH2:17][CH2:18][N:19]([C:36]([N:30]3[CH2:35][CH2:34][O:33][CH2:32][CH2:31]3)=[O:37])[CH2:20][CH2:21]2)[C:13](=[O:14])[NH:12][C:10]2[S:11][C:7]([S:6][CH2:5][C:4]([OH:3])=[O:29])=[CH:8][N:9]=2)[CH2:23][CH2:24]1. Product: C(C)OC(CSC1=CN=C(S1)NC(=O)N(C1CCN(CC1)C(=O)N1CCOCC1)[C@@H]1CC[C@H](CC1)C)=O ((2-{3-(trans-4-Methyl-cyclohexyl)-3-[1-(morpholine-4-carbonyl)-piperidin-4-yl]-ureido}-thiazol-5-ylsulfanyl)-acetic acid ethyl ester), C[C@@H]1CC[C@H](CC1)N(C(NC=1SC(=CN1)SCC(=O)O)=O)C1CCN(CC1)C(=O)N1CCOCC1 ((2-{3-(trans-4-Methyl-cyclohexyl)-3-[1-(morpholine-4-carbonyl)-piperidin-4-yl]-ureido}-thiazol-5-ylsulfanyl)-acetic acid). The reactants are CC1(C)C2CCC1(CS(=O)(=O)O)C(=O)C2, Cc1ccccc1, CCO, Nc1ccc(Oc2ccnc(NC(=O)N3CCC(N4CCC(O)CC4)CC3)c2)c(F)c1, O=C(Cc1ccccc1)N=C=S. Product: O=C(Cc1ccccc1)NC(=S)Nc1ccc(Oc2ccnc(NC(=O)N3CCC(N4CCC(O)CC4)CC3)c2)c(F)c1. As a reaction SMILES: [C:44]12([CH2:45][S:46]([OH:47])(=[O:48])=[O:49])[C:50]([CH3:51])([CH3:52])[CH:53]([CH2:54][CH2:55]1)[CH2:56][C:57]2=[O:58].[CH3:59][c:60]1[cH:61][cH:62][cH:63][cH:64][cH:65]1.[CH3:66][CH2:67][OH:68].[NH2:13][c:14]1[cH:15][c:16]([F:43])[c:17]([O:18][c:19]2[cH:20][c:21]([NH:25][C:26](=[O:27])[N:28]3[CH2:29][CH2:30][CH:31]([N:34]4[CH2:35][CH2:36][CH:37]([OH:40])[CH2:38][CH2:39]4)[CH2:32][CH2:33]3)[n:22][cH:23][cH:24]2)[cH:41][cH:42]1.[c:1]1([CH2:7][C:8](=[O:9])[N:10]=[C:11]=[S:12])[cH:2][cH:3][cH:4][cH:5][cH:6]1>>[c:1]1([CH2:7][C:8](=[O:9])[NH:10][C:11](=[S:12])[NH:13][c:14]2[cH:15][c:16]([F:43])[c:17]([O:18][c:19]3[cH:20][c:21]([NH:25][C:26](=[O:27])[N:28]4[CH2:29][CH2:30][CH:31]([N:34]5[CH2:35][CH2:36][CH:37]([OH:40])[CH2:38][CH2:39]5)[CH2:32][CH2:33]4)[n:22][cH:23][cH:24]3)[cH:41][cH:42]2)[cH:2][cH:3][cH:4][cH:5][cH:6]1. Reactants: C(N)(=O)OCC(COC1=NOC2=C1C=C(C=C2)Cl)NC(=O)OC(C)(C)C (3-(3-carbamoyloxy-2-tert-butoxycarbonylaminopropoxy)-5-chloro-1,2-benzoisoxazole), Cl (hydrochloric acid), O1CCOCC1 (dioxane), Cl (hydrogen chloride). The solvent is C(Cl)(Cl)Cl (chloroform), CO (methanol), C(C)O (ethanol). The product is Cl.NC(COC1=NOC2=C1C=C(C=C2)Cl)COC(N)=O (3-(2-amino-3-carbamoyloxypropoxy)-5-chloro-1,2-benzoisoxazole hydrochloride). RXN SMILES: [C:1]([O:4][CH2:5][CH:6]([NH:19]C(OC(C)(C)C)=O)[CH2:7][O:8][C:9]1[C:13]2[CH:14]=[C:15]([Cl:18])[CH:16]=[CH:17][C:12]=2[O:11][N:10]=1)(=[O:3])[NH2:2].Cl.O1CCOCC1>C(Cl)(Cl)Cl.CO.C(O)C>[ClH:18].[NH2:19][CH:6]([CH2:5][O:4][C:1](=[O:3])[NH2:2])[CH2:7][O:8][C:9]1[C:13]2[CH:14]=[C:15]([Cl:18])[CH:16]=[CH:17][C:12]=2[O:11][N:10]=1 |f:6.7|. Procedure: To a suspension of 3.28 g of 3-(3-carbamoyloxy-2-tert-butoxycarbonylaminopropoxy)-5-chloro-1,2-benzoisoxazole in 33 ml of chloroform and 33 ml of methanol is added 7.1 ml of conc hydrochloric acid at 20°-25° C., and they are subjected to reaction at the same temperature overnight. The solvent is removed from the reaction mixture by distillation under reduced pressure, and ethyl acetate and water are added to the residue obtained. After shaking, the aqueous layer is separated. To the separated aq... The reactants are ClC=1C=C(C=CC1OC1=CC2=C(N=C(N2COCC[Si](C)(C)C)C)C=C1NS(=O)(=O)C1=C(C=C(C=C1)Cl)Cl)CC(=O)OC (methyl 2-(3-chloro-4-(6-(2,4-dichlorophenylsulfonamido)-2-methyl-3-((2-(trimethylsilyl)ethoxy)methyl)-3H-benzo[d]imidazol-5-yloxy)phenyl)acetate), FC(C(=O)O)(F)F (Trifluoroacetic acid). Solvent: ClCCl (dichloromethane), C(C)(=O)OCC (ethyl acetate), C(=O)(O)[O-].[Na+] (NaHCO3). Run at time 8 hour. Product: ClC=1C=C(C=CC1OC1=CC2=C(N=C(N2)C)C=C1NS(=O)(=O)C1=C(C=C(C=C1)Cl)Cl)CC(=O)OC (Methyl 2-(3-chloro-4-(6-(2,4-dichlorophenylsulfonamido)-2-methyl-3H-benzo[d]imidazol-5-yloxy)phenyl)acetate). RXN SMILES: [Cl:1][C:2]1[CH:3]=[C:4]([CH2:39][C:40]([O:42][CH3:43])=[O:41])[CH:5]=[CH:6][C:7]=1[O:8][C:9]1[C:26]([NH:27][S:28]([C:31]2[CH:36]=[CH:35][C:34]([Cl:37])=[CH:33][C:32]=2[Cl:38])(=[O:30])=[O:29])=[CH:25][C:12]2[N:13]=[C:14]([CH3:24])[N:15](COCC[Si](C)(C)C)[C:11]=2[CH:10]=1.FC(F)(F)C(O)=O>ClCCl.C(OCC)(=O)C.C([O-])(O)=O.[Na+]>[Cl:1][C:2]1[CH:3]=[C:4]([CH2:39][C:40]([O:42][CH3:43])=[O:41])[CH:5]=[CH:6][C:7]=1[O:8][C:9]1[C:26]([NH:27][S:28]([C:31]2[CH:36]=[CH:35][C:34]([Cl:37])=[CH:33][C:32]=2[Cl:38])(=[O:29])=[O:30])=[CH:25][C:12]2[N:13]=[C:14]([CH3:24])[NH:15][C:11]=2[CH:10]=1 |f:4.5|. Procedure details: Under an N2 atmosphere, methyl 2-(3-chloro-4-(6-(2,4-dichlorophenylsulfonamido)-2-methyl-3-((2-(trimethylsilyl)ethoxy)methyl)-3H-benzo[d]imidazol-5-yloxy)phenyl)acetate (0.245 g, 0.358 mmol) was dissolved in dichloromethane (4.0 mL). Trifluoroacetic acid (2.5 mL) was added and the reaction was allowed to stir overnight at room temperature. The reaction was diluted with ethyl acetate and saturated NaHCO3 (aq). The layers were separated and the organic layer was dried (Na2SO4), filtered and concen... The reactants are BrC=1C=C2C(=NC1)N(C=C2)COCC[Si](C)(C)C (5-bromo-1-(2-trimethylsilanyl-ethoxymethyl)-1H-pyrrolo[2,3-b]pyridine), B1(OC(C(O1)(C)C)(C)C)B2OC(C(O2)(C)C)(C)C (bis(pinacolato)diboron), C(C)(=O)[O-].[Na+] (sodium acetate). The reagents and catalysts are C1=CC=C(C=C1)[PH+](C2=CC=CC=C2)[C]3[CH][CH][CH][CH]3.C1=CC=C(C=C1)[PH+](C2=CC=CC=C2)[C]3[CH][CH][CH][CH]3.C(Cl)Cl.Cl[Pd]Cl.[Fe] (dichloro[1,1′-bis(diphenylphosphino)ferrocene]palladium(II) dichloromethane adduct). Solvent: CN(C)C=O (DMF). Conditions: temperature 95 celsius, time 8 hour. Yields the product C[Si](CCOCN1C=CC=2C1=NC=CC2)(C)C (1-(2-trimethylsilanyl-ethoxymethyl)-1H-pyrrolo[2,3-b]pyridine). The yield is 131.6%. Reaction SMILES: Br[C:2]1[CH:3]=[C:4]2[CH:10]=[CH:9][N:8]([CH2:11][O:12][CH2:13][CH2:14][Si:15]([CH3:18])([CH3:17])[CH3:16])[C:5]2=[N:6][CH:7]=1.B1(B2OC(C)(C)C(C)(C)O2)OC(C)(C)C(C)(C)O1.C([O-])(=O)C.[Na+]>CN(C=O)C.C1C=CC([PH+]([C]2[CH][CH][CH][CH]2)C2C=CC=CC=2)=CC=1.C1C=CC([PH+]([C]2[CH][CH][CH][CH]2)C2C=CC=CC=2)=CC=1.C(Cl)Cl.Cl[Pd]Cl.[Fe]>[CH3:16][Si:15]([CH3:18])([CH3:17])[CH2:14][CH2:13][O:12][CH2:11][N:8]1[C:5]2=[N:6][CH:7]=[CH:2][CH:3]=[C:4]2[CH:10]=[CH:9]1 |f:2.3,5.6.7.8.9,^1:51,52,53,54,55,69,70,71,72,73|. Reported procedure: A mixture of (5-bromo-1-(2-trimethylsilanyl-ethoxymethyl)-1H-pyrrolo[2,3-b]pyridine 5.0 g, 15.3 mmol), bis(pinacolato)diboron (7.8 g, 30.6 mmol), dichloro[1,1′-bis(diphenylphosphino)ferrocene]palladium(II) dichloromethane adduct (559 mg, 0.8 mmol), and sodium acetate (3.8, 45.8 mmol) in DMF (20 ml) was stirred at 95° C. overnight. The mixture was allowed to cool down to room temperature and then extracted with ethyl acetate (3×). The combined organic layers were extracted with brine, dried with ... The reactants are CC(c1ccccc1)n1c(=O)[nH]c2ncc(Br)nc21, O=C([O-])[O-], COc1cc(B(O)O)cc(OC)c1OC, [K+], [K+], C1COCCO1. The product is COc1cc(-c2cnc3[nH]c(=O)n(C(C)c4ccccc4)c3n2)cc(OC)c1OC. Reaction SMILES: [Br:1][c:2]1[cH:3][n:4][c:5]2[c:6]([n:7]1)[n:8]([CH:12]([CH3:13])[c:14]1[cH:15][cH:16][cH:17][cH:18][cH:19]1)[c:9](=[O:11])[nH:10]2.[C:35](=[O:36])([O-:37])[O-:38].[CH3:20][O:21][c:22]1[cH:23][c:24]([B:32]([OH:33])[OH:34])[cH:25][c:26]([O:30][CH3:31])[c:27]1[O:28][CH3:29].[K+:39].[K+:40].[O:41]1[CH2:42][CH2:43][O:44][CH2:45][CH2:46]1>>[c:2]1(-[c:24]2[cH:23][c:22]([O:21][CH3:20])[c:27]([O:28][CH3:29])[c:26]([O:30][CH3:31])[cH:25]2)[cH:3][n:4][c:5]2[c:6]([n:7]1)[n:8]([CH:12]([CH3:13])[c:14]1[cH:15][cH:16][cH:17][cH:18][cH:19]1)[c:9](=[O:11])[nH:10]2. The reactants are CC1(C)OC(=O)Nc2ccc(-c3cccc(Br)c3)cc21, COc1ccc(P2(=S)SP(=S)(c3ccc(OC)cc3)S2)cc1, Cc1ccccc1. The product is CC1(C)OC(=S)Nc2ccc(-c3cccc(Br)c3)cc21. Reaction SMILES: [Br:1][c:2]1[cH:3][c:4](-[c:8]2[cH:9][c:10]3[c:11]([cH:19][cH:20]2)[NH:12][C:13](=[O:18])[O:14][C:15]3([CH3:16])[CH3:17])[cH:5][cH:6][cH:7]1.[CH3:21][O:22][c:23]1[cH:24][cH:25][c:26]([P:27]2(=[S:30])[S:28][P:29]([c:31]3[cH:32][cH:33][c:34]([O:35][CH3:36])[cH:37][cH:38]3)(=[S:39])[S:40]2)[cH:41][cH:42]1.[CH3:43][c:44]1[cH:45][cH:46][cH:47][cH:48][cH:49]1>>[Br:1][c:2]1[cH:3][c:4](-[c:8]2[cH:9][c:10]3[c:11]([cH:19][cH:20]2)[NH:12][C:13](=[S:30])[O:14][C:15]3([CH3:16])[CH3:17])[cH:5][cH:6][cH:7]1. Reactants: C1(=CC=C(C=C1)S(=O)(=O)O)C.N[C@H]1[C@@H]2N(C(=C(CS2)C=C)C(=O)OC(C)(C)C)C1=O (t-butyl 7β-amino-3-vinylceph-3-em-4-carboxylate hydrogen p-toluenesulphonate), C(O)([O-])=O.[Na+] (sodium hydrogen carbonate). Solvent: C(Cl)Cl (methylene chloride). Yields the product N[C@H]1[C@@H]2N(C(=C(CS2)C=C)C(=O)OC(C)(C)C)C1=O (t-butyl 7β-amino-3-vinylceph-3-em-4-carboxylate). As a reaction SMILES: C1(C)C=CC(S(O)(=O)=O)=CC=1.[NH2:12][C@@H:13]1[C:29](=[O:30])[N:15]2[C:16]([C:22]([O:24][C:25]([CH3:28])([CH3:27])[CH3:26])=[O:23])=[C:17]([CH:20]=[CH2:21])[CH2:18][S:19][C@H:14]12.C(=O)([O-])O.[Na+]>C(Cl)Cl>[NH2:12][C@@H:13]1[C:29](=[O:30])[N:15]2[C:16]([C:22]([O:24][C:25]([CH3:27])([CH3:26])[CH3:28])=[O:23])=[C:17]([CH:20]=[CH2:21])[CH2:18][S:19][C@H:14]12 |f:0.1,2.3|. Reported procedure: A suspension of t-butyl 7β-amino-3-vinylceph-3-em-4-carboxylate hydrogen p-toluenesulphonate (1.14 g, 2.5 mmole) in methylene chloride (25 ml) was shaken with 4 percent aqueous sodium hydrogen carbonate solution (10 ml) until the organic phase cleared. The aqueous phase was re-extracted with methylene chloride (10 ml), and the combined organic phases were washed with water (10 ml) and dried (MgSO4). The solution of t-butyl 7β-amino-3-vinylceph-3-em-4-carboxylate so obtained was stirred and treat... Starting materials: BrCc1ccccc1, CCOC(C)=O, CCCCCC, CS(=O)(=O)c1ccc(-c2n[nH]c(C(F)(F)F)c2-c2ccc(F)cc2)cc1. The product is CS(=O)(=O)c1ccc(-c2nn(Cc3ccccc3)c(C(F)(F)F)c2-c2ccc(F)cc2)cc1. As a reaction SMILES: [Br:27][CH2:28][c:29]1[cH:30][cH:31][cH:32][cH:33][cH:34]1.[C:41]([O:42][CH2:43][CH3:44])(=[O:45])[CH3:46].[CH3:35][CH2:36][CH2:37][CH2:38][CH2:39][CH3:40].[F:1][c:2]1[cH:3][cH:4][c:5](-[c:8]2[c:9](-[c:17]3[cH:18][cH:19][c:20]([S:23](=[O:24])(=[O:25])[CH3:26])[cH:21][cH:22]3)[n:10][nH:11][c:12]2[C:13]([F:14])([F:15])[F:16])[cH:6][cH:7]1>>[F:1][c:2]1[cH:3][cH:4][c:5](-[c:8]2[c:9](-[c:17]3[cH:18][cH:19][c:20]([S:23](=[O:24])(=[O:25])[CH3:26])[cH:21][cH:22]3)[n:10][n:11]([CH2:28][c:29]3[cH:30][cH:31][cH:32][cH:33][cH:34]3)[c:12]2[C:13]([F:14])([F:15])[F:16])[cH:6][cH:7]1. Reactants: C(C)(C)(C)NC(=O)OC1=CC=C(C=C1)CCOC1=CC=C(C=C2C(NC(S2)=O)=O)C=C1 (5-(4-[2-(4-tert-butylaminocarbonyloxyphenyl)ethoxy]benzylidene)thiazolidine-2,4-dione). The solvent is C(C)(=O)OCC (ethyl acetate). Product: C(C)(C)(C)NC(=O)OC1=CC=C(C=C1)CCOC1=CC=C(C=C1)CC1C(NC(S1)=O)=O (5-([4-[2-(4-tert-Butylaminocarbonyloxyphenyl)ethoxy]phenyl]methyl)thiazolidine-2,4-dione). Yield: 99.5%. RXN SMILES: [C:1]([NH:5][C:6]([O:8][C:9]1[CH:14]=[CH:13][C:12]([CH2:15][CH2:16][O:17][C:18]2[CH:31]=[CH:30][C:21]([CH:22]=[C:23]3[S:27][C:26](=[O:28])[NH:25][C:24]3=[O:29])=[CH:20][CH:19]=2)=[CH:11][CH:10]=1)=[O:7])([CH3:4])([CH3:3])[CH3:2]>C(OCC)(=O)C>[C:1]([NH:5][C:6]([O:8][C:9]1[CH:14]=[CH:13][C:12]([CH2:15][CH2:16][O:17][C:18]2[CH:31]=[CH:30][C:21]([CH2:22][CH:23]3[S:27][C:26](=[O:28])[NH:25][C:24]3=[O:29])=[CH:20][CH:19]=2)=[CH:11][CH:10]=1)=[O:7])([CH3:4])([CH3:2])[CH3:3]. Procedure details: 1 g (2.27 mmole) 5-(4-[2-(4-tert-butylaminocarbonyloxyphenyl)ethoxy]benzylidene)thiazolidine-2,4-dione was hydrogenated on Pd/C (5%) in ethyl acetate at atmospheric pressure over night. The catalyst was filtered off and the solvent was evaporated in vacuo to give 1 g (yield 99%) of the desired product.